This data is from the Open Reaction Database (ORD), a public repository of structured organic reaction records. The task is: describe an organic reaction: reactants, conditions, products, and yield Reactants: O=C([O-])[O-], COc1ccc(CN(c2ncns2)S(=O)(=O)c2cc(F)c(F)cc2F)c(OC)c1, CS(C)=O, Oc1ccc(Cl)cc1-c1ccnn1C1CN(C(c2ccccc2)c2ccccc2)C1, [K+], [K+]. The product is COc1ccc(CN(c2ncns2)S(=O)(=O)c2cc(F)c(Oc3ccc(Cl)cc3-c3ccnn3C3CN(C(c4ccccc4)c4ccccc4)C3)cc2F)c(OC)c1. Reaction SMILES: [C:60](=[O:61])([O-:62])[O-:63].[CH3:1][O:2][c:3]1[c:4]([CH2:5][N:6]([S:7](=[O:8])(=[O:9])[c:10]2[c:11]([F:18])[cH:12][c:13]([F:17])[c:14]([F:16])[cH:15]2)[c:19]2[n:20][cH:21][n:22][s:23]2)[cH:24][cH:25][c:26]([O:28][CH3:29])[cH:27]1.[CH3:66][S:67](=[O:68])[CH3:69].[Cl:30][c:31]1[cH:32][c:33](-[c:38]2[cH:39][cH:40][n:41][n:42]2[CH:43]2[CH2:44][N:45]([CH:47]([c:48]3[cH:49][cH:50][cH:51][cH:52][cH:53]3)[c:54]3[cH:55][cH:56][cH:57][cH:58][cH:59]3)[CH2:46]2)[c:34]([OH:37])[cH:35][cH:36]1.[K+:64].[K+:65]>>[CH3:1][O:2][c:3]1[c:4]([CH2:5][N:6]([S:7](=[O:8])(=[O:9])[c:10]2[c:11]([F:18])[cH:12][c:13]([O:37][c:34]3[c:33](-[c:38]4[cH:39][cH:40][n:41][n:42]4[CH:43]4[CH2:44][N:45]([CH:47]([c:48]5[cH:49][cH:50][cH:51][cH:52][cH:53]5)[c:54]5[cH:55][cH:56][cH:57][cH:58][cH:59]5)[CH2:46]4)[cH:32][c:31]([Cl:30])[cH:36][cH:35]3)[c:14]([F:16])[cH:15]2)[c:19]2[n:20][cH:21][n:22][s:23]2)[cH:24][cH:25][c:26]([O:28][CH3:29])[cH:27]1.